This data is from the Open Reaction Database (ORD), a public repository of structured organic reaction records. The task is: describe an organic reaction: reactants, conditions, products, and yield Procedure: 52 g of the product from Example 4 and 18.5 g of K2CO3 are heated at 140° C. for 4 hours in 160 ml of DMF. The mixture is subsequently poured onto ice and acidified, and the precipitated solid is isolated. It is dried and recrystallized from glycol methyl ether acetate. Yield: 35.8 g, melting point: 226°-8° C. (decomposes). Run in CN(C)C=O (DMF). Yields the product ClC1=C(C=C2C(=C(C=NC2=C1[N+](=O)[O-])C(=O)OCC)O)F (Ethyl 7-chloro-6-fluoro-4-hydroxy-8-nitro-3-quinolinecarboxylate). As a reaction SMILES: Cl[C:2]1[C:24]([N+:25]([O-:27])=[O:26])=[C:23]([Cl:28])[C:22]([F:29])=[CH:21][C:3]=1[C:4]([C:6](=[CH:12][NH:13]CCC(OCC)=O)[C:7]([O:9][CH2:10][CH3:11])=[O:8])=[O:5].C([O-])([O-])=O.[K+].[K+]>CN(C=O)C>[Cl:28][C:23]1[C:24]([N+:25]([O-:27])=[O:26])=[C:2]2[C:3]([C:4]([OH:5])=[C:6]([C:7]([O:9][CH2:10][CH3:11])=[O:8])[CH:12]=[N:13]2)=[CH:21][C:22]=1[F:29] |f:1.2.3|. Reactants: ClC1=C(C(=O)C(C(=O)OCC)=CNCCC(=O)OCC)C=C(C(=C1[N+](=O)[O-])Cl)F (Ethyl 2-(2,4-dichloro-5-fluoro-3-nitro-benzoyl)-3-(2-ethoxycarbonylethylamino)-acrylate), C(=O)([O-])[O-].[K+].[K+] (K2CO3). Reaction conditions: time 30 minute. The solvent is ClCCCl (1,2-dichloroethane), ClCCl (dichloromethane). The reagents and catalysts are CN(C=O)C (dimethyl formamide). Yields the product O1C2=C(C(CCC1)=O)C=CC=C2 (3,4-dihydro-2H-benzo[b]oxepin-5-one). As a reaction SMILES: [O:1]([CH2:8][CH2:9][CH2:10][C:11]([OH:13])=O)[C:2]1[CH:7]=[CH:6][CH:5]=[CH:4][CH:3]=1.C(Cl)(=O)C(Cl)=O.[Cl-].[Cl-].[Cl-].[Al+3].Cl.BrC1C=CC2C3SC(C(OC)=O)=CC=3CCOC=2C=1>ClCCl.CN(C)C=O.ClCCCl>[O:1]1[CH2:8][CH2:9][CH2:10][C:11](=[O:13])[C:7]2[CH:6]=[CH:5][CH:4]=[CH:3][C:2]1=2 |f:2.3.4.5|. Procedure: To a solution of phenol (3.16 g, 33.6 mmol) in acetonitrile, was added ethyl 4-bromobutyrate (4.8 ml, 33.6 mmol), potassium carbonate (4.64 g, 33.6 mmol) and tetrabutylammonium iodide (370 mg, 1 mmol). The reaction mixture was stirred vigorously and heated to reflux for 2 days before being cooled, filtered, dried (MgSO4) and concentrated in-vacuo to yield 4-phenoxy-butyric acid ethyl ester. 4-Phenoxy-butyric acid ethyl ester was hydrolyzed to its corresponding carboxylic acid using sodium hydrox... Starting materials: Cl (hydrochloric acid), [Cl-].[Cl-].[Cl-].[Al+3] (aluminum trichloride), BrC=1C=CC2=C(OCCC3=C2SC(=C3)C(=O)OC)C1 (methyl 8-bromo-4,5-dihydrobenzo[b]thieno[2,3-d]oxepine-2-carboxylate), O(C1=CC=CC=C1)CCCC(=O)O (4-phenoxy-butyric acid), C(C(=O)Cl)(=O)Cl (oxalyl chloride), ice.